This data is from the Open Reaction Database (ORD), a public repository of structured organic reaction records. The task is: describe an organic reaction: reactants, conditions, products, and yield Run at time 24 hour. The solvent is C1CCOC1 (THF), O (water). Procedure: WSC.HCl (683 mg, 3.49 mmol) was dissolved in water (1 mL) and the pH was adjusted to 4.8. The compound of Example 55 (300 mg, 0.582 mmol) was dissolved in the same amount of THF and added to the former solution. O-Trityl hydroxylamine (505 mg, 1.746 mmol) was added and the mixture was stirred for 24 h. The reaction mixture was partitioned between HCl (0.5N, excess) and ethyl acetate. The water phase was extracted several times with ethyl acetate. The recombined organic layer was washed with brin... Product: C(C)(C)(C)OC(CC(C(CCC1=CC=CC=C1)C(NOC(C1=CC=CC=C1)(C1=CC=CC=C1)C1=CC=CC=C1)=O)C(N(CC)C1=CC=C(C=C1)C1=CC=CC=C1)=O)=O (3-(Biphenyl-4-yl-ethylcarbamoyl)-6-phenyl-4-trityloxycarbamoyl-hexanoic acid tert-butyl ester). Reaction SMILES: CCN=C=NCCCN(C)C.Cl.[C:13]([O:17][C:18](=[O:50])[CH2:19][CH:20]([C:33](=[O:49])[N:34]([C:37]1[CH:42]=[CH:41][C:40]([C:43]2[CH:48]=[CH:47][CH:46]=[CH:45][CH:44]=2)=[CH:39][CH:38]=1)[CH2:35][CH3:36])[CH:21]([CH2:25][CH2:26][C:27]1[CH:32]=[CH:31][CH:30]=[CH:29][CH:28]=1)[C:22](O)=[O:23])([CH3:16])([CH3:15])[CH3:14].[C:51]([O:70][NH2:71])([C:64]1[CH:69]=[CH:68][CH:67]=[CH:66][CH:65]=1)([C:58]1[CH:63]=[CH:62][CH:61]=[CH:60][CH:59]=1)[C:52]1[CH:57]=[CH:56][CH:55]=[CH:54][CH:53]=1>O.C1COCC1>[C:13]([O:17][C:18](=[O:50])[CH2:19][CH:20]([C:33](=[O:49])[N:34]([C:37]1[CH:38]=[CH:39][C:40]([C:43]2[CH:48]=[CH:47][CH:46]=[CH:45][CH:44]=2)=[CH:41][CH:42]=1)[CH2:35][CH3:36])[CH:21]([C:22](=[O:23])[NH:71][O:70][C:51]([C:58]1[CH:63]=[CH:62][CH:61]=[CH:60][CH:59]=1)([C:64]1[CH:65]=[CH:66][CH:67]=[CH:68][CH:69]=1)[C:52]1[CH:57]=[CH:56][CH:55]=[CH:54][CH:53]=1)[CH2:25][CH2:26][C:27]1[CH:32]=[CH:31][CH:30]=[CH:29][CH:28]=1)([CH3:14])([CH3:15])[CH3:16] |f:0.1|. Starting materials: C(C)(C)(C)OC(CC(C(C(=O)O)CCC1=CC=CC=C1)C(N(CC)C1=CC=C(C=C1)C1=CC=CC=C1)=O)=O (3-(Biphenyl-4-yl-ethylcarbamoyl)-2-phenethyl-pentanedioic acid 5-tert-butyl ester), CCN=C=NCCCN(C)C.Cl (WSC.HCl), C(C1=CC=CC=C1)(C1=CC=CC=C1)(C1=CC=CC=C1)ON (O-Trityl hydroxylamine). The product is CCNC(=O)Cc1ccc(-c2ccc(OCc3ccc(C(F)(F)F)c(O)c3C(=O)OC(C)(C)C)cc2)cc1. RXN SMILES: [C:1]([CH3:2])([CH3:3])([CH3:4])[O:5][C:6](=[O:7])[c:8]1[c:9]([CH2:10][O:11][c:12]2[cH:13][cH:14][c:15](-[c:18]3[cH:19][cH:20][c:21]([CH2:24][C:25](=[O:26])[OH:27])[cH:22][cH:23]3)[cH:16][cH:17]2)[cH:28][cH:29][c:30]([C:33]([F:34])([F:35])[F:36])[c:31]1[OH:32].[CH2:38]([CH3:39])[NH2:40].[ClH:37]>>[C:1]([CH3:2])([CH3:3])([CH3:4])[O:5][C:6](=[O:7])[c:8]1[c:9]([CH2:10][O:11][c:12]2[cH:13][cH:14][c:15](-[c:18]3[cH:19][cH:20][c:21]([CH2:24][C:25](=[O:26])[NH:40][CH2:38][CH3:39])[cH:22][cH:23]3)[cH:16][cH:17]2)[cH:28][cH:29][c:30]([C:33]([F:34])([F:35])[F:36])[c:31]1[OH:32]. Reactants: CC(C)(C)OC(=O)c1c(COc2ccc(-c3ccc(CC(=O)O)cc3)cc2)ccc(C(F)(F)F)c1O, CCN, Cl. RXN SMILES: [C:1]([NH:4][CH:5]([C:7]1[CH:16]=[CH:15][C:10]([C:11]([O:13]C)=[O:12])=[CH:9][CH:8]=1)[CH3:6])(=[O:3])[CH3:2].O.[OH-].[Li+].O.CO>O1CCCC1>[C:1]([NH:4][CH:5]([C:7]1[CH:16]=[CH:15][C:10]([C:11]([OH:13])=[O:12])=[CH:9][CH:8]=1)[CH3:6])(=[O:3])[CH3:2] |f:1.2.3|. The product is C(C)(=O)NC(C)C1=CC=C(C(=O)O)C=C1 (4-(1-acetamidoethyl)benzoic acid). The solvent is O1CCCC1 (tetrahydrofuran). Reactants: C(C)(=O)NC(C)C1=CC=C(C(=O)OC)C=C1 (methyl 4-(1-acetamidoethyl)benzoate), O.[OH-].[Li+] (lithium hydroxide monohydrate), O (water), CO (methanol). The yield is 80.4%. Conditions: temperature 20 celsius, time 12 hour. Procedure details: A mixture of methyl 4-(1-acetamidoethyl)benzoate (2.0 g, 9.0 mmol), lithium hydroxide monohydrate (2.0 g, 48.3 mmol), water (20 mL) and methanol (20 mL) in tetrahydrofuran (60 mL) was stirred at 20° C. for 12 hours. The reaction mixture was concentrated. The residue was acidified to pH=2 with concentrated hydrochloride solution. The mixture was extracted with ethyl acetate (20 mL×2). The organic phase was dried over sodium sulfate and filtered. The filtrate was concentrated. The residue was puri... The reactants are NC1=C(C(=O)O)C=CC(=C1)Br (2-amino-4-bromobenzoic acid), CC1N(CC(NC1)=O)C(=O)OCC1C2=CC=CC=C2C=2C=CC=CC12 ((9H-fluoren-9-yl)methyl 2-methyl-5-oxopiperazine-1-carboxylate), P(=O)(Cl)(Cl)Cl (phosphoryl trichloride). Solvent: O1CCOCC1 (1,4-dioxane). The product is BrC1=CC=C2C(N3C(=NC2=C1)CN(C(C3)C)C(=O)OCC3C1=CC=CC=C1C=1C=CC=CC31)=O ((9H-fluoren-9-yl)methyl 9-bromo-3-methyl-6-oxo-3,4-dihydro-1H-pyrazino[2,1-b]quinazoline-2(6H)-carboxylate). Reaction SMILES: [NH2:1][C:2]1[CH:10]=[C:9]([Br:11])[CH:8]=[CH:7][C:3]=1[C:4]([OH:6])=O.[CH3:12][CH:13]1[CH2:18][NH:17][C:16](=O)[CH2:15][N:14]1[C:20]([O:22][CH2:23][CH:24]1[C:36]2[CH:35]=[CH:34][CH:33]=[CH:32][C:31]=2[C:30]2[C:25]1=[CH:26][CH:27]=[CH:28][CH:29]=2)=[O:21].P(Cl)(Cl)(Cl)=O>O1CCOCC1>[Br:11][C:9]1[CH:10]=[C:2]2[C:3]([C:4](=[O:6])[N:17]3[CH2:18][CH:13]([CH3:12])[N:14]([C:20]([O:22][CH2:23][CH:24]4[C:36]5[CH:35]=[CH:34][CH:33]=[CH:32][C:31]=5[C:30]5[C:25]4=[CH:26][CH:27]=[CH:28][CH:29]=5)=[O:21])[CH2:15][C:16]3=[N:1]2)=[CH:7][CH:8]=1. Procedure details: A solution of 2-amino-4-bromobenzoic acid (2.8 g, 13.1 mmol, 1.1 equiv), (9H-fluoren-9-yl)methyl 2-methyl-5-oxopiperazine-1-carboxylate (4 g, 11.9 mmol, 1 equiv), and phosphoryl trichloride (4 mL) in 1,4-dioxane (100 mL) was stirred at 80° C. for two hours. After it was cooled to room temperature, the reaction mixture was quenched with water and extracted with ethyl acetate (3×100 mL). The combined organic layers were dried over Na2SO4. After filtration and concentration, the residue was purifie... The reactants are BrC1=CC(=C(C(=C1)C)C=1C(CCC1OC)=O)C (2-(4-bromo-2,6-dimethylphenyl)-3-methoxycyclopent-2-enone), C[Si](C)(C)[N-][Si](C)(C)C.[Li+] (lithium bis(trimethylsilyl)amide), N1=C(C=CC=C1)C=O (pyridine-2-carboxaldehyde). Solvent: O1CCCC1 (tetrahydrofuran), O1CCCC1 (tetrahydrofuran). Run at time 40 minute. The product is BrC1=CC(=C(C(=C1)C)C=1C(C(CC1OC)C(C1=NC=CC=C1)O)=O)C (2-(4-bromo-2,6-dimethylphenyl)-5-(hydroxypyridin-2-ylmethyl)-3-methoxycyclopent-2-enone). RXN SMILES: [Br:1][C:2]1[CH:7]=[C:6]([CH3:8])[C:5]([C:9]2[C:10](=[O:16])[CH2:11][CH2:12][C:13]=2[O:14][CH3:15])=[C:4]([CH3:17])[CH:3]=1.C[Si]([N-][Si](C)(C)C)(C)C.[Li+].[N:28]1[CH:33]=[CH:32][CH:31]=[CH:30][C:29]=1[CH:34]=[O:35]>O1CCCC1>[Br:1][C:2]1[CH:3]=[C:4]([CH3:17])[C:5]([C:9]2[C:10](=[O:16])[CH:11]([CH:34]([OH:35])[C:29]3[CH:30]=[CH:31][CH:32]=[CH:33][N:28]=3)[CH2:12][C:13]=2[O:14][CH3:15])=[C:6]([CH3:8])[CH:7]=1 |f:1.2|. Reported procedure: To a solution of 2-(4-bromo-2,6-dimethylphenyl)-3-methoxycyclopent-2-enone (5 g, 17 mmol) in anhydrous tetrahydrofuran (50 ml) under nitrogen atmosphere is added lithium bis(trimethylsilyl)amide (22.4 ml, 20 mmol, 0.9M solution in tetrahydrofuran) dropwise at −75°C. The resulting solution is stirred at this temperature for 40 minutes, then a second solution of pyridine-2-carboxaldehyde (2.18 g, 20 mmol) in anhydrous tetrahydrofuran (50 ml) is added over 20 minutes. The resulting solution is stir... The reactants are O=C([O-])[O-], COC(=O)OC, COC(=O)c1c[nH]c2cc(Br)ccc12, [K+], [K+], CN(C)C=O, O. Product: COC(=O)c1cn(C)c2cc(Br)ccc12. As a reaction SMILES: [C:21](=[O:22])([O-:23])[O-:24].[CH3:1][O:2][C:3]([O:4][CH3:5])=[O:6].[CH3:7][O:8][C:9](=[O:10])[c:11]1[cH:12][nH:13][c:14]2[cH:15][c:16]([Br:20])[cH:17][cH:18][c:19]12.[K+:25].[K+:26].[O:28]=[CH:29][N:30]([CH3:31])[CH3:32].[OH2:27]>>[CH3:1][n:13]1[cH:12][c:11]([C:9]([O:8][CH3:7])=[O:10])[c:19]2[c:14]1[cH:15][c:16]([Br:20])[cH:17][cH:18]2. Reactants: Cc1ccsc1C=O, CCO, Nc1cc([N+](=O)[O-])ccc1O. Product: Cc1ccsc1C=Nc1cc([N+](=O)[O-])ccc1O. As a reaction SMILES: [CH3:12][c:13]1[c:14]([CH:18]=[O:19])[s:15][cH:16][cH:17]1.[CH3:20][CH2:21][OH:22].[N+:1](=[O:2])([O-:3])[c:4]1[cH:5][c:6]([NH2:11])[c:7]([OH:10])[cH:8][cH:9]1>>[N+:1](=[O:2])([O-:3])[c:4]1[cH:5][c:6]([N:11]=[CH:18][c:14]2[c:13]([CH3:12])[cH:17][cH:16][s:15]2)[c:7]([OH:10])[cH:8][cH:9]1. Reactants: CCOC(=O)c1cc(N)nc(N)c1, CN, CO. Product: CNC(=O)c1cc(N)nc(N)c1. RXN SMILES: [CH2:1]([O:2][C:4]([c:5]1[cH:6][c:7]([NH2:12])[n:8][c:9]([NH2:11])[cH:10]1)=[O:13])[CH3:3].[CH3:14][NH2:15].[CH3:16][OH:17]>>[C:4]([c:5]1[cH:6][c:7]([NH2:12])[n:8][c:9]([NH2:11])[cH:10]1)(=[O:13])[NH:15][CH3:14].